From a dataset of the Open Reaction Database (ORD), a public repository of structured organic reaction records. describe an organic reaction: reactants, conditions, products, and yield The reactants are [Br-], C[Mg+], CC(=O)CCC1(C)OCCO1, [Cl-], [NH4+], C1CCOC1. Yields the product CC(C)(O)CCC1(C)OCCO1. Reaction SMILES: [Br-:12].[CH3:13][Mg+:14].[CH3:1][C:2]1([CH2:7][CH2:8][C:9]([CH3:10])=[O:11])[O:3][CH2:4][CH2:5][O:6]1.[Cl-:15].[NH4+:16].[O:17]1[CH2:18][CH2:19][CH2:20][CH2:21]1>>[CH3:1][C:2]1([CH2:7][CH2:8][C:9]([CH3:10])([OH:11])[CH3:13])[O:3][CH2:4][CH2:5][O:6]1.